This data is from the Open Reaction Database (ORD), a public repository of structured organic reaction records. The task is: describe an organic reaction: reactants, conditions, products, and yield Starting materials: N(=C=O)CC(=O)OCC (ethyl isocyanatoacetate), NC1=CC(=NC2=CC=CC=C12)C (4-amino-2-methylchinoline), N(=C=O)CC(=O)OCC (ethyl isocyanatoacetate). Run at temperature -14 celsius, time 4 hour. Solvent: C1CCOC1 (THF). Product: C(C)OC(CNC(=O)NC1=CC(=NC2=CC=CC=C12)C)=O ([3-(2-Methyl-quinolin-4-yl)-ureido]-acetic acid ethyl ester). Reaction SMILES: [NH2:1][C:2]1[C:11]2[C:6](=[CH:7][CH:8]=[CH:9][CH:10]=2)[N:5]=[C:4]([CH3:12])[CH:3]=1.[N:13]([CH2:16][C:17]([O:19][CH2:20][CH3:21])=[O:18])=[C:14]=[O:15]>C1COCC1>[CH2:20]([O:19][C:17](=[O:18])[CH2:16][NH:13][C:14]([NH:1][C:2]1[C:11]2[C:6](=[CH:7][CH:8]=[CH:9][CH:10]=2)[N:5]=[C:4]([CH3:12])[CH:3]=1)=[O:15])[CH3:21]. Reported procedure: A suspension of 4-amino-2-methylchinoline (4.0 g, 25.3 mmol) in dry THF (80 mL) is cooled to −14° C. and ethyl isocyanatoacetate (3.3 mL, 27.4 mmol) is added dropwise under vigourous stirring. The reaction is warmed to room temperature and stirred for 4 h. Further ethyl isocyanatoacetate (0.6 mL, 5 mmol) is added and the reaction mixture stirred for 15 h. The solvent is evaporated and the residue crystallized from CHCl3-heptane (1/5) to provide the title compound. Reactants: [Al+3], CC(=O)OC(C)Cc1ccccc1, CC(=O)Cl, [Cl-], [Cl-], [Cl-], CC(Cl)Cl. The product is CC(=O)OC(C)Cc1ccc(C(C)=O)cc1. RXN SMILES: [Al+3:15].[C:1]([CH3:2])(=[O:3])[O:4][CH:5]([CH2:6][c:7]1[cH:8][cH:9][cH:10][cH:11][cH:12]1)[CH3:13].[CH3:18][C:19]([Cl:20])=[O:21].[Cl-:14].[Cl-:16].[Cl-:17].[Cl:22][CH:23]([Cl:24])[CH3:25]>>[C:1]([CH3:2])(=[O:3])[O:4][CH:5]([CH2:6][c:7]1[cH:8][cH:9][c:10]([C:19]([CH3:18])=[O:21])[cH:11][cH:12]1)[CH3:13]. Starting materials: OC1CCNCC1 (4-hydroxypiperidine), C(C)(C)(C)OC(=O)NC(C/C(=C/C(=O)O)/C)(C)C ((2E)-5-tert-butoxycarbonylamino-3,5-dimethylhex-2-enoic acid), C(C)(C)(C)OC(=O)N(C)[C@@H](C(=O)O)CC=1SC=CC1 ((2R)-2-(N-tert-butoxycarbonyl-N-methylamino)-3-(2-thienyl)propionic acid), C(C)(C)(C)OC(=O)N(C)[C@@H](C(=O)O)CC1=CC=C(C=C1)C1=CC=CC=C1 ((2R)-2-(N-tert-butoxycarbonyl-N-methylamino)-3-(biphenyl-4-yl)propionic acid). Yields the product C1(=CC=C(C=C1)C[C@H](C(N(C)[C@@H](C(=O)N1CCC(CC1)O)CC=1SC=CC1)=O)N(C(\C=C(\CC(C)(C)N)/C)=O)C)C1=CC=CC=C1 ((2E)-5-Amino-3,5-dimethylhex-2-enoic acid N-((1R)-2-(biphenyl-4-yl)-1-{N-[(1R)-2-(4-hydroxypiperidin-1-yl)-2-oxo-1-((2-thienyl)methyl)ethyl]-N-methylcarbamoyl}ethyl)-N-methylamide). Reaction SMILES: [OH:1][CH:2]1[CH2:7][CH2:6][NH:5][CH2:4][CH2:3]1.C(O[C:13]([N:15]([C@H:17]([CH2:21][C:22]1[S:23][CH:24]=[CH:25][CH:26]=1)[C:18]([OH:20])=O)[CH3:16])=[O:14])(C)(C)C.C(O[C:32]([N:34]([C@H:36]([CH2:40][C:41]1[CH:46]=[CH:45][C:44]([C:47]2[CH:52]=[CH:51][CH:50]=[CH:49][CH:48]=2)=[CH:43][CH:42]=1)C(O)=O)[CH3:35])=[O:33])(C)(C)C.C(OC([NH:60][C:61]([CH3:70])([CH3:69])[CH2:62]/[C:63](/[CH3:68])=[CH:64]/C(O)=O)=O)(C)(C)C>>[C:44]1([C:47]2[CH:48]=[CH:49][CH:50]=[CH:51][CH:52]=2)[CH:43]=[CH:42][C:41]([CH2:40][C@@H:36]([N:34]([CH3:35])[C:32](=[O:33])/[CH:64]=[C:63](\[CH3:68])/[CH2:62][C:61]([NH2:60])([CH3:70])[CH3:69])[C:13](=[O:14])[N:15]([C@H:17]([CH2:21][C:22]2[S:23][CH:24]=[CH:25][CH:26]=2)[C:18]([N:5]2[CH2:6][CH2:7][CH:2]([OH:1])[CH2:3][CH2:4]2)=[O:20])[CH3:16])=[CH:46][CH:45]=1. Reported procedure: This compound was prepared as in example 1 but using 4-hydroxypiperidine, (2R)-2-(N-tert-butoxycarbonyl-N-methylamino)-3-(2-thienyl)propionic acid and (2R)-2-(N-tert-butoxycarbonyl-N-methylamino)-3-(biphenyl-4-yl)propionic acid and (2E)-5-tert-butoxycarbonylamino-3,5-dimethylhex-2-enoic acid as starting materials. The reactants are FC1=C(C(=O)Cl)C=CC=N1 (2-fluoro-nicotinoyl chloride), NC1=CC=C2C(CNC(C2=C1)=O)(C)C (7-amino-4,4-dimethyl-3,4-dihydro-2H-isoquinolin-1-one), C(=O)(O)[O-].[Na+] (NaHCO3). Solvent: C(Cl)Cl (CH2Cl2). Run at time 30 minute. Yields the product CC1(CNC(C2=CC(=CC=C12)NC(C1=C(N=CC=C1)F)=O)=O)C (N-(4,4-dimethyl-1-oxo-1,2,3,4-tetrahydro-isoquinolin-7-yl)-2-fluoro-nicotinamide). RXN SMILES: [F:1][C:2]1[N:10]=[CH:9][CH:8]=[CH:7][C:3]=1[C:4](Cl)=[O:5].[NH2:11][C:12]1[CH:21]=[C:20]2[C:15]([C:16]([CH3:24])([CH3:23])[CH2:17][NH:18][C:19]2=[O:22])=[CH:14][CH:13]=1.C([O-])(O)=O.[Na+]>C(Cl)Cl>[CH3:23][C:16]1([CH3:24])[C:15]2[C:20](=[CH:21][C:12]([NH:11][C:4](=[O:5])[C:3]3[CH:7]=[CH:8][CH:9]=[N:10][C:2]=3[F:1])=[CH:13][CH:14]=2)[C:19](=[O:22])[NH:18][CH2:17]1 |f:2.3|. Procedure: To a mixture of 2-fluoro-nicotinoyl chloride (283 mg, 1.79 mmol) and 7-amino-4,4-dimethyl-3,4-dihydro-2H-isoquinolin-1-one (340 mg, 1.79 mmol) in CH2Cl2 (10 mL) was added NaHCO3 (573 mg, 7.16 mmol). The resulting mixture was stirred for 30 min at RT and filtered. The filtrate was concentrated and purified on silica gel column to yield the title compound as white solid. MS (ES+): 314 (M+H)+. Calc'd for C17H16FN3O2—313.12 Starting materials: COC(=O)c1sc(C#CC(C)(C)C)cc1NC(=O)OC(C)(C)C, CN1CCCC1=O, NOC(=O)c1ccc([N+](=O)[O-])cc1. The product is COC(=O)c1sc(C#CC(C)(C)C)cc1N(N)C(=O)OC(C)(C)C. Reaction SMILES: [CH3:1][O:2][C:3](=[O:4])[c:5]1[s:6][c:7]([C:18]#[C:19][C:20]([CH3:21])([CH3:22])[CH3:23])[cH:8][c:9]1[NH:10][C:11](=[O:12])[O:13][C:14]([CH3:15])([CH3:16])[CH3:17].[CH3:37][N:38]1[CH2:39][CH2:40][CH2:41][C:42]1=[O:43].[N+:24]([c:25]1[cH:26][cH:27][c:28]([C:29]([O:30][NH2:31])=[O:32])[cH:33][cH:34]1)([O-:35])=[O:36]>>[CH3:1][O:2][C:3](=[O:4])[c:5]1[s:6][c:7]([C:18]#[C:19][C:20]([CH3:21])([CH3:22])[CH3:23])[cH:8][c:9]1[N:10]([C:11](=[O:12])[O:13][C:14]([CH3:15])([CH3:16])[CH3:17])[NH2:24]. The reactants are 14-Hydroxycodeinone HCl, CC(=O)C (acetone), Cl (HCl), CN1CC[C@]23C4=C5C=CC(=C4O[C@H]2C(=CC=C3[C@H]1C5)OC)OC (Thebaine), CN1CC[C@]23C4=C5C=CC(=C4O[C@H]2C(=CC=C3[C@H]1C5)OC)OC (Thebaine), OO (hydrogen peroxide). Run in C(=O)O (HCOOH), CO (MeOH), C(=O)O (formic acid). Run at time 20 hour. Product: CN1CC[C@]23C4=C5C=CC(=C4O[C@H]2C(=O)CC[C@]3([C@H]1C5)O)OC (Oxycodone). The yield is 80.0%. As a reaction SMILES: [CH3:1][N:2]1[C@@H:18]2[CH2:19][C:7]3[CH:8]=[CH:9][C:10]([O:22][CH3:23])=[C:11]4[O:12][C@H:13]5[C:14]([O:20]C)=[CH:15][CH:16]=[C:17]2[C@:5]5([C:6]=34)[CH2:4][CH2:3]1.OO.CC(C)=[O:28].Cl>C(O)=O.CO>[CH3:1][N:2]1[C@@H:18]2[CH2:19][C:7]3[CH:8]=[CH:9][C:10]([O:22][CH3:23])=[C:11]4[O:12][C@H:13]5[C:14]([CH2:15][CH2:16][C@:17]2([OH:28])[C@:5]5([C:6]=34)[CH2:4][CH2:3]1)=[O:20]. Procedure details: Thebaine (67 g, 0.215 mol) was dissolved in formic acid (98-100%, 120 g) and hydrogen peroxide (30% in water, 24.5 g, 0.216 mol) added at 0° C. The mixture was pumped continuously at 2 ml/min through a 30 ml continuous flow reactor at 80° C. (15 min residence time). An analytical control after the continuous reactor showed less than 1% Thebaine remaining. The continuous stream was added directly to acetone, containing 32% HCl, whereupon the 14-Hydroxycodeinone HCl was precipitated and isolated i... The reactants are BrC(Br)(Br)Br, CC(C)(C)OC(=O)N1CCOC(C(O)c2cc(F)c(OCc3ccccc3)cc2F)C1, CCOCC, ClCCl, c1ccc(P(c2ccccc2)c2ccccc2)cc1. The product is CC(C)(C)OC(=O)N1CCOC(C(Br)c2cc(F)c(OCc3ccccc3)cc2F)C1. Reaction SMILES: [Br:32][C:33]([Br:34])([Br:35])[Br:36].[C:1]([CH3:2])([CH3:3])([CH3:4])[O:5][C:6](=[O:7])[N:8]1[CH2:9][CH:10]([CH:14]([OH:15])[c:16]2[c:17]([F:31])[cH:18][c:19]([O:23][CH2:24][c:25]3[cH:26][cH:27][cH:28][cH:29][cH:30]3)[c:20]([F:22])[cH:21]2)[O:11][CH2:12][CH2:13]1.[CH3:56][CH2:57][O:58][CH2:59][CH3:60].[Cl:61][CH2:62][Cl:63].[c:37]1([P:38]([c:39]2[cH:40][cH:41][cH:42][cH:43][cH:44]2)[c:45]2[cH:46][cH:47][cH:48][cH:49][cH:50]2)[cH:51][cH:52][cH:53][cH:54][cH:55]1>>[C:1]([CH3:2])([CH3:3])([CH3:4])[O:5][C:6](=[O:7])[N:8]1[CH2:9][CH:10]([CH:14]([c:16]2[c:17]([F:31])[cH:18][c:19]([O:23][CH2:24][c:25]3[cH:26][cH:27][cH:28][cH:29][cH:30]3)[c:20]([F:22])[cH:21]2)[Br:32])[O:11][CH2:12][CH2:13]1. The reactants are CCOC(=O)C(NC(C)=O)C(=O)OCC, CC[O-], CCO, O=C(CCCCc1ccccc1)c1ccc(CCI)cc1, [Na+], C1CCOC1, O. Yields the product CCOC(=O)C(CCc1ccc(C(=O)CCCCc2ccccc2)cc1)(NC(C)=O)C(=O)OCC. As a reaction SMILES: [C:1]([CH3:2])(=[O:3])[NH:4][CH:5]([C:6](=[O:7])[O:8][CH2:9][CH3:10])[C:11](=[O:12])[O:13][CH2:14][CH3:15].[CH3:17][CH2:18][O-:19].[CH3:42][CH2:43][OH:44].[I:20][CH2:21][CH2:22][c:23]1[cH:24][cH:25][c:26]([C:29]([CH2:30][CH2:31][CH2:32][CH2:33][c:34]2[cH:35][cH:36][cH:37][cH:38][cH:39]2)=[O:40])[cH:27][cH:28]1.[Na+:16].[O:45]1[CH2:46][CH2:47][CH2:48][CH2:49]1.[OH2:41]>>[C:1]([CH3:2])(=[O:3])[NH:4][C:5]([C:6](=[O:7])[O:8][CH2:9][CH3:10])([C:11](=[O:12])[O:13][CH2:14][CH3:15])[CH2:21][CH2:22][c:23]1[cH:24][cH:25][c:26]([C:29]([CH2:30][CH2:31][CH2:32][CH2:33][c:34]2[cH:35][cH:36][cH:37][cH:38][cH:39]2)=[O:40])[cH:27][cH:28]1. The reactants are FC=1C=CC(=NC1)N (5-fluoro-2-pyridinamine), C(=O)N(OCC1=CC=CC=C1)C[C@H](C(=O)N1N(CC[C@H]1C(=O)O)C(=O)OCC1=CC=CC=C1)CCCC ((3S)-2-[(2R)-2-({formyl[(phenylmethyl)oxy]amino}methyl)hexanoyl]-1-{[(phenylmethyl)oxy]carbonyl}-3-pyrazolidinecarboxylic acid), ClC1=C(C(=O)Cl)C(=CC(=C1)Cl)Cl (2,4,6-trichlorobenzoyl chloride), CCN(C(C)C)C(C)C (DIPEA). The reagents and catalysts are CN(C)C=1C=CN=CC1 (DMAP). Run in C1CCOC1 (THF), CCOC(=O)C (EtOAc). Reaction conditions: time 2 hour. The product is FC=1C=CC(=NC1)NC(=O)[C@H]1N(N(CC1)C(=O)OCC1=CC=CC=C1)C([C@H](CCCC)CN(OCC1=CC=CC=C1)C=O)=O (Phenylmethyl (3S)-3-{[(5-fluoro-2-pyridinyl)amino]carbonyl}-2-[(2R)-2-({formyl[(phenylmethyl)oxy]amino}methyl)hexanoyl]-1-pyrazolidinecarboxylate). The yield is 19.5%. As a reaction SMILES: [CH:1]([N:3]([CH2:12][C@@H:13]([CH2:34][CH2:35][CH2:36][CH3:37])[C:14]([N:16]1[C@H:20]([C:21](O)=[O:22])[CH2:19][CH2:18][N:17]1[C:24]([O:26][CH2:27][C:28]1[CH:33]=[CH:32][CH:31]=[CH:30][CH:29]=1)=[O:25])=[O:15])[O:4][CH2:5][C:6]1[CH:11]=[CH:10][CH:9]=[CH:8][CH:7]=1)=[O:2].ClC1C=C(Cl)C=C(Cl)C=1C(Cl)=O.CCN(C(C)C)C(C)C.[F:59][C:60]1[CH:61]=[CH:62][C:63]([NH2:66])=[N:64][CH:65]=1>C1COCC1.CN(C1C=CN=CC=1)C.CCOC(C)=O>[F:59][C:60]1[CH:61]=[CH:62][C:63]([NH:66][C:21]([C@@H:20]2[CH2:19][CH2:18][N:17]([C:24]([O:26][CH2:27][C:28]3[CH:33]=[CH:32][CH:31]=[CH:30][CH:29]=3)=[O:25])[N:16]2[C:14](=[O:15])[C@@H:13]([CH2:12][N:3]([CH:1]=[O:2])[O:4][CH2:5][C:6]2[CH:11]=[CH:10][CH:9]=[CH:8][CH:7]=2)[CH2:34][CH2:35][CH2:36][CH3:37])=[O:22])=[N:64][CH:65]=1. Procedure: To a solution of (3S)-2-[(2R)-2-({formyl[(phenylmethyl)oxy]amino}methyl)hexanoyl]-1-{[(phenylmethyl)oxy]carbonyl}-3-pyrazolidinecarboxylic acid (1 g, 1.95 mmol) in THF (15 mL) under N2 was added 2,4,6-trichlorobenzoyl chloride (0.572 g, 2.34 mmol) and DIPEA (1.68 mL, 9.75 mmol). The mixture was stirred at rt for 2 h. THF was removed under vacuum and toluene (15 mL) was added. To this mixture was added 5-fluoro-2-pyridinamine (0.262 g, 2.34 mmol) and DMAP (47.5 mg, 0.39 mmol). After being stirred... Starting materials: O (water), C(C)(C)N(C(C)C)CC (N,N-Diisopropylethylamine), ClC1=CC=C(CNC(=O)C=2C(C3=C(N(C2)C)OC(=C3)CCl)=O)C=C1 (N-(4-chlorobenzyl)-2-(chloromethyl)-7-methyl-4-oxo-4,7-dihydrofuro[2,3-b]pyridine-5-carboxamide), CNCC(O)C=1OC(=CC1)C1=CC=CC=C1 (rac-2-(methylamino)-1-(5-phenyl-2-furyl)ethanol). Run in CN(C)C=O (DMF). Run at temperature 90 celsius. Yields the product ClC1=CC=C(CNC(=O)C=2C(C3=C(N(C2)C)OC(=C3)CN(C)CC(C=3OC(=CC3)C3=CC=CC=C3)O)=O)C=C1 (N-(4-Chlorobenzyl)-2-(((2-hydroxy-2-(5-phenyl-2-furyl)ethyl)(methyl)amino)methyl)-7-methyl-4-oxo-4,7-dihydrofuro[2,3-b]pyridine-5-carboxamide). Yield: 80.4%. RXN SMILES: C(N(CC)C(C)C)(C)C.[Cl:10][C:11]1[CH:33]=[CH:32][C:14]([CH2:15][NH:16][C:17]([C:19]2[C:20](=[O:31])[C:21]3[CH:28]=[C:27]([CH2:29]Cl)[O:26][C:22]=3[N:23]([CH3:25])[CH:24]=2)=[O:18])=[CH:13][CH:12]=1.[CH3:34][NH:35][CH2:36][CH:37]([C:39]1[O:40][C:41]([C:44]2[CH:49]=[CH:48][CH:47]=[CH:46][CH:45]=2)=[CH:42][CH:43]=1)[OH:38].O>CN(C=O)C>[Cl:10][C:11]1[CH:33]=[CH:32][C:14]([CH2:15][NH:16][C:17]([C:19]2[C:20](=[O:31])[C:21]3[CH:28]=[C:27]([CH2:29][N:35]([CH2:36][CH:37]([OH:38])[C:39]4[O:40][C:41]([C:44]5[CH:49]=[CH:48][CH:47]=[CH:46][CH:45]=5)=[CH:42][CH:43]=4)[CH3:34])[O:26][C:22]=3[N:23]([CH3:25])[CH:24]=2)=[O:18])=[CH:13][CH:12]=1. Reported procedure: N,N-Diisopropylethylamine (0.17 mL) was added to a solution of N-(4-chlorobenzyl)-2-(chloromethyl)-7-methyl-4-oxo-4,7-dihydrofuro[2,3-b]pyridine-5-carboxamide (Example 2, 0.183 g) and rac-2-(methylamino)-1-(5-phenyl-2-furyl)ethanol (Preparation 55, 0.217 g) in DMF (15 mL). The reaction mixture was heated to 90° C. for 2 h. The mixture was allowed to cool to room temperature, poured into water (50 mL), and was extracted with ethyl acetate (3×100 mL). The combined organic layers were washed with b...